Dataset: the Open Reaction Database (ORD), a public repository of structured organic reaction records. Task: describe an organic reaction: reactants, conditions, products, and yield Product: CON=C(C(=O)NC1[C@@H]2N(C(=C(CS2)CSC=2SC=NN2)C(=O)O)C1=O)C=1N=NSC1 (7-[2-methoxyimino-2-(1,2,3-thiadiazol-4-yl)acetamido]-3-(1,3,4-thiadiazol-2-yl)thiomethyl-3-cephem-4-carboxylic acid). The yield is 43.7%. Procedure details: 2-Methoxyimino-2-(1,2,3-thiadiazol-4-yl)-acetic acid (syn isomer) (0.6 g.) and 7-amino-3-(1,3,4-thiadiazol-2-yl)thiomethyl-3-cephem-4-carboxylic acid (1.1 g.) were reacted according to similar manners to those of Examples 12 and 15 to give 7-[2-methoxyimino-2-(1,2,3-thiadiazol-4-yl)acetamido]-3-(1,3,4-thiadiazol-2-yl)thiomethyl-3-cephem-4-carboxylic acid (syn isomer) (0.7 g.), mp 90° to 98° C. (dec.). Reaction SMILES: [CH3:1][O:2][N:3]=[C:4]([C:8]1[N:9]=[N:10][S:11][CH:12]=1)[C:5]([OH:7])=O.[NH2:13][CH:14]1[C:31](=[O:32])[N:16]2[C:17]([C:28]([OH:30])=[O:29])=[C:18]([CH2:21][S:22][C:23]3[S:24][CH:25]=[N:26][N:27]=3)[CH2:19][S:20][C@H:15]12>>[CH3:1][O:2][N:3]=[C:4]([C:8]1[N:9]=[N:10][S:11][CH:12]=1)[C:5]([NH:13][CH:14]1[C:31](=[O:32])[N:16]2[C:17]([C:28]([OH:30])=[O:29])=[C:18]([CH2:21][S:22][C:23]3[S:24][CH:25]=[N:26][N:27]=3)[CH2:19][S:20][C@H:15]12)=[O:7]. Reactants: CON=C(C(=O)O)C=1N=NSC1 (2-Methoxyimino-2-(1,2,3-thiadiazol-4-yl)-acetic acid), NC1[C@@H]2N(C(=C(CS2)CSC=2SC=NN2)C(=O)O)C1=O (7-amino-3-(1,3,4-thiadiazol-2-yl)thiomethyl-3-cephem-4-carboxylic acid). Starting materials: C1(=CC=CC=C1)O (phenol), C(C1=CC=CO1)=O (furfural), C([O-])([O-])=O.[Na+].[Na+] (sodium carbonate). Reaction conditions: temperature 66 celsius, time 40 minute. Yields the product C1(=CC=CC=C1)O.C(C1=CC=CO1)=O (Phenol Furfuraldehyde). Reaction SMILES: [C:1]1([OH:7])[CH:6]=[CH:5][CH:4]=[CH:3][CH:2]=1.[CH:8](=[O:14])[C:9]1[O:13][CH:12]=[CH:11][CH:10]=1.C(=O)([O-])[O-].[Na+].[Na+]>>[C:1]1([OH:7])[CH:6]=[CH:5][CH:4]=[CH:3][CH:2]=1.[CH:8](=[O:14])[C:9]1[O:13][CH:12]=[CH:11][CH:10]=1 |f:2.3.4,5.6|. Reported procedure: Into a 4 liter resin vessel equipped with a mechanical stirrer, distillation condenser, heating mantel and thermometer is placed 2000 gms (21.28 moles) of USP phenol and 1480 gms (15.25 moles) of furfural. This mixture is heated to 66° C. and 30.0 gms (0.36 mole) sodium carbonate added. The charge is then slowly heated to 121° C., at which temperature the heating mantel is removed. The reaction then becomes exothermic and the temperature continues to rise until boiling begins at 135° C. The dist... Procedure: 2,4-dibromo-6-fluoroaniline (10 mmol), benzeneboronic acid (24 mmol), tetrakis(triphenylphosphine)palladium(0) (1 mmol) and potassium carbonate (12 g) are put in a two-neck round-bottom flask and dissolved in toluene (30 mL) and H2O (10 mL). Subsequently, the resulting solution is stirred in a bath under a temperature of about 100° C. for 24 hours. After completion of the reaction, toluene is removed. The reaction mixture is extracted with dichloromethane and water, and then being distilled unde... As a reaction SMILES: Br[C:2]1[CH:8]=[C:7](Br)[CH:6]=[C:5]([F:10])[C:3]=1[NH2:4].[C:11]1(B(O)O)[CH:16]=[CH:15][CH:14]=[CH:13][CH:12]=1.C(=O)([O-])[O-].[K+].[K+]>C1(C)C=CC=CC=1.O.C1C=CC([P]([Pd]([P](C2C=CC=CC=2)(C2C=CC=CC=2)C2C=CC=CC=2)([P](C2C=CC=CC=2)(C2C=CC=CC=2)C2C=CC=CC=2)[P](C2C=CC=CC=2)(C2C=CC=CC=2)C2C=CC=CC=2)(C2C=CC=CC=2)C2C=CC=CC=2)=CC=1>[C:11]1([C:2]2[CH:8]=[C:7]([C:2]3[CH:8]=[CH:7][CH:6]=[CH:5][CH:3]=3)[CH:6]=[C:5]([F:10])[C:3]=2[NH2:4])[CH:16]=[CH:15][CH:14]=[CH:13][CH:12]=1 |f:2.3.4,^1:37,39,58,77|. Run at temperature 100 celsius, time 24 hour. Yields the product C1(=CC=CC=C1)C1=C(N)C(=CC(=C1)C1=CC=CC=C1)F (2,4-diphenyl-6-fluoroaniline). The reactants are BrC1=C(N)C(=CC(=C1)Br)F (2,4-dibromo-6-fluoroaniline), C1(=CC=CC=C1)B(O)O (benzeneboronic acid), C([O-])([O-])=O.[K+].[K+] (potassium carbonate). Reagents/catalysts: C=1C=CC(=CC1)[P](C=2C=CC=CC2)(C=3C=CC=CC3)[Pd]([P](C=4C=CC=CC4)(C=5C=CC=CC5)C=6C=CC=CC6)([P](C=7C=CC=CC7)(C=8C=CC=CC8)C=9C=CC=CC9)[P](C=1C=CC=CC1)(C=1C=CC=CC1)C=1C=CC=CC1 (tetrakis(triphenylphosphine)palladium(0)). Yield: 159.5%. Run in C1(=CC=CC=C1)C (toluene), C1(=CC=CC=C1)C (toluene), O (H2O). The reactants are CCOC(C)=O, [Na+], O=C([O-])O, CCOC(=O)C1=C(C)NC(CSc2ccccc2)=C(C(=O)OCC)C1c1cccc([N+](=O)[O-])c1. The product is CCOC(=O)C1=C(C)NC(CS(=O)c2ccccc2)=C(C(=O)OCC)C1c1cccc([N+](=O)[O-])c1. Reaction SMILES: [CH3:40][CH2:41][O:42][C:43]([CH3:44])=[O:45].[Na+:39].[O-:35][C:36]([OH:37])=[O:38].[c:1]1([S:7][CH2:8][C:9]2=[C:14]([C:15](=[O:16])[O:17][CH2:18][CH3:19])[CH:13]([c:20]3[cH:21][c:22]([N+:26](=[O:27])[O-:28])[cH:23][cH:24][cH:25]3)[C:12]([C:29](=[O:30])[O:31][CH2:32][CH3:33])=[C:11]([CH3:34])[NH:10]2)[cH:2][cH:3][cH:4][cH:5][cH:6]1>>[c:1]1([S:7]([CH2:8][C:9]2=[C:14]([C:15](=[O:16])[O:17][CH2:18][CH3:19])[CH:13]([c:20]3[cH:21][c:22]([N+:26](=[O:27])[O-:28])[cH:23][cH:24][cH:25]3)[C:12]([C:29](=[O:30])[O:31][CH2:32][CH3:33])=[C:11]([CH3:34])[NH:10]2)=[O:35])[cH:2][cH:3][cH:4][cH:5][cH:6]1. The reactants are COC=1C=C(C=CC1)C(CC)=O (1-(3-methoxyphenyl)-1-propanone), C=O (paraformaldehyde), Cl (HCl), [OH-].[Na+] (NaOH), Cl.CNC (Dimethylamine hydrochloride). Procedure details: A mixture of 1-(3-methoxyphenyl)-1-propanone (240 g) in 2-propanol (584 ml) is stirred at ambient temperature. Dimethylamine hydrochloride (238.3 g) is added, followed by paraformaldehyde (109.5 g) and an aqueous HCl solution (26.5 ml, 35% w/w). The reaction mixture is heated to reflux temperature and stirred and refluxed for 5 hours. The reaction mixture is allowed to cool to 20° C., and water (730 ml) and toluene (146 ml) are added. The upper organic layer is discarded and an aqueous NaOH solu... Run in CC(C)O (2-propanol), O (water), C1(=CC=CC=C1)C (toluene), O (water). Product: CN(CC(C(=O)C1=CC(=CC=C1)OC)C)C (3-(dimethylamino)-1-(3-methoxyphenyl)-2-methyl-1-propanone), residue. RXN SMILES: [CH3:1][O:2][C:3]1[CH:4]=[C:5]([C:9](=[O:12])[CH2:10][CH3:11])[CH:6]=[CH:7][CH:8]=1.Cl.[CH3:14][NH:15][CH3:16].[CH2:17]=O.Cl.[OH-].[Na+]>CC(O)C.O.C1(C)C=CC=CC=1>[CH3:14][N:15]([CH3:16])[CH2:11][CH:10]([CH3:17])[C:9]([C:5]1[CH:6]=[CH:7][CH:8]=[C:3]([O:2][CH3:1])[CH:4]=1)=[O:12] |f:1.2,5.6|. Reaction conditions: time 10 minute.